From a dataset of the Open Reaction Database (ORD), a public repository of structured organic reaction records. describe an organic reaction: reactants, conditions, products, and yield Reactants: C(CC)P1(OP(OP(O1)(=O)CCC)(=O)CCC)=O (T3P), FC(OC=1C=CC2=C(NCC(O2)C(=O)O)C1)(F)F (6-(Trifluoromethoxy)-3,4-dihydro-2H-1,4-benzoxazine-2-carboxylic acid), BrC1=C(N)C=CC(=C1)C (2-bromo-4-methyl-aniline), N1=CC=CC=C1 (pyridine). The solvent is CC1OCCC1 (2-methyltetrahydrofuran). Run at time 30 minute. Product: BrC1=C(C=CC(=C1)C)NC(=O)C1CNC2=C(O1)C=CC(=C2)OC(F)(F)F (N-(2-bromo-4-methylphenyl)-6-(trifluoromethoxy)-3,4-dihydro-2H-benzo[b][1,4]oxazine-2-carboxamide). Isolated yield 75.6%. RXN SMILES: [F:1][C:2]([F:18])([F:17])[O:3][C:4]1[CH:5]=[CH:6][C:7]2[O:12][CH:11]([C:13]([OH:15])=O)[CH2:10][NH:9][C:8]=2[CH:16]=1.[Br:19][C:20]1[CH:26]=[C:25]([CH3:27])[CH:24]=[CH:23][C:21]=1[NH2:22].N1C=CC=CC=1.C(P1(=O)OP(CCC)(=O)OP(CCC)(=O)O1)CC>CC1CCCO1>[Br:19][C:20]1[CH:26]=[C:25]([CH3:27])[CH:24]=[CH:23][C:21]=1[NH:22][C:13]([CH:11]1[O:12][C:7]2[CH:6]=[CH:5][C:4]([O:3][C:2]([F:1])([F:18])[F:17])=[CH:16][C:8]=2[NH:9][CH2:10]1)=[O:15]. Procedure: 6-(Trifluoromethoxy)-3,4-dihydro-2H-1,4-benzoxazine-2-carboxylic acid (600 mg, 2.28 mmol) and 2-bromo-4-methyl-aniline (424 mg, 286 μL, 2.28 mmol) were dissolved in 2-methyltetrahydrofuran (7 mL) and pyridine (461 μL, 5.70 mmol). T3P (2902 mg, 2.7 mL of 50% w/w solution, 4.56 mmol) was added and the reaction was stirred for 30 min at room temperature. Purification by silica gel chromatography (10-100% ethyl acetate/hexanes) provided N-(2-bromo-4-methylphenyl)-6-(trifluoromethoxy)-3,4-dihydro-2H-... The reactants are COC(=O)c1cccc(NC(=O)COc2ccc(C(C)C)c(C)c2)c1, [I-], [Li+], c1ccncc1. The product is Cc1cc(OCC(=O)Nc2cccc(C(=O)O)c2)ccc1C(C)C. As a reaction SMILES: [CH:1]([CH3:2])([CH3:3])[c:4]1[c:5]([CH3:25])[cH:6][c:7]([O:8][CH2:9][C:10](=[O:11])[NH:12][c:13]2[cH:14][c:15]([C:16](=[O:17])[O:18][CH3:19])[cH:20][cH:21][cH:22]2)[cH:23][cH:24]1.[I-:26].[Li+:27].[cH:28]1[cH:29][cH:30][n:31][cH:32][cH:33]1>>[CH:1]([CH3:2])([CH3:3])[c:4]1[c:5]([CH3:25])[cH:6][c:7]([O:8][CH2:9][C:10](=[O:11])[NH:12][c:13]2[cH:14][c:15]([C:16](=[O:17])[OH:18])[cH:20][cH:21][cH:22]2)[cH:23][cH:24]1.